This data is from the Open Reaction Database (ORD), a public repository of structured organic reaction records. The task is: describe an organic reaction: reactants, conditions, products, and yield The reactants are CC(Oc1ccc(C#N)c(F)c1)C(=O)OC(C)(C)C, CO, [H][H], [OH-], [OH-], [Pd+2]. Yields the product CC(Oc1ccc(CN)c(F)c1)C(=O)OC(C)(C)C. RXN SMILES: [C:1]([CH3:2])([CH3:3])([CH3:4])[O:5][C:6]([CH:7]([CH3:8])[O:9][c:10]1[cH:11][c:12]([F:18])[c:13]([C:16]#[N:17])[cH:14][cH:15]1)=[O:19].[CH3:22][OH:23].[H:20][H:21].[OH-:24].[OH-:26].[Pd+2:25]>>[C:1]([CH3:2])([CH3:3])([CH3:4])[O:5][C:6]([CH:7]([CH3:8])[O:9][c:10]1[cH:11][c:12]([F:18])[c:13]([CH2:16][NH2:17])[cH:14][cH:15]1)=[O:19]. Starting materials: ClC1=C(C(=O)O)C=CC(=C1)N1CCCC1 (2-chloro-4-pyrrolidinylbenzoic acid), S(=O)(Cl)Cl (thionyl chloride). Solvent: CN1C(CCC1)=O (N-methylpyrrolidone). Reaction conditions: time 1 hour. Yields the product ClC1=C(C(=O)Cl)C=CC(=C1)N1CCCC1 (2-chloro-4-pyrrolidinylbenzoyl chloride). RXN SMILES: [Cl:1][C:2]1[CH:10]=[C:9]([N:11]2[CH2:15][CH2:14][CH2:13][CH2:12]2)[CH:8]=[CH:7][C:3]=1[C:4](O)=[O:5].S(Cl)([Cl:18])=O>CN1CCCC1=O>[Cl:1][C:2]1[CH:10]=[C:9]([N:11]2[CH2:15][CH2:14][CH2:13][CH2:12]2)[CH:8]=[CH:7][C:3]=1[C:4]([Cl:18])=[O:5]. Procedure: To 2-chloro-4-pyrrolidinylbenzoic acid (1 g) is added thionyl chloride (10 ml), and a drop of N-methylpyrrolidone is added to the mixture. The mixture is stirred at room temperature for one hour. Subsequently, the mixture is concentrated under reduced pressure, and the residue is dissolved in toluene (10 ml), and further concentrated under reduced pressure to give 2-chloro-4-pyrrolidinylbenzoyl chloride (acid chloride) as a pale yellow powder. Separately, (5R)-5-isopropylaminocarbonylmethyl-2,3,... Reactants: NCCCN1CCN(CC1)CCCN (N,N'-bis(3-aminopropyl)piperazine), ClCCC(=O)N=C=O (3-chloropropionyl isocyanate). Product: ClCCC(=O)NC(=O)N (3-chloropropionylurea). Isolated yield 318.8%. As a reaction SMILES: [NH2:1]CCCN1CCN(CCCN)CC1.[Cl:15][CH2:16][CH2:17][C:18]([N:20]=[C:21]=[O:22])=[O:19]>>[Cl:15][CH2:16][CH2:17][C:18]([NH:20][C:21]([NH2:1])=[O:22])=[O:19]. Reported procedure: In the same way as in Example 1, reaction of 10.0 g (50 mmols) of N,N'-bis(3-aminopropyl)piperazine with 14.3 g (106 mmols) of 3-chloropropionyl isocyanate gives 24.0 g of the 3-chloropropionylurea compound of the formula ##STR11## Starting materials: FC(OC1=C(C=CC=C1)N1N=C(C(C(=C1)OC)=O)C(=O)OC)F (methyl 1-[2-(difluoromethoxy)phenyl]-5-methoxy-4-oxo-1,4-dihydropyridazine-3-carboxylate), ice water, Cl.CNOC (N,O-dimethylhydroxylamine hydrochloride), CCN(C(C)C)C(C)C (iPr2NEt), C[Al](C)C (AlMe3). Solvent: C(Cl)Cl (CH2Cl2), C(Cl)Cl (CH2Cl2). Conditions: temperature 0 celsius, time 1 hour. The product is FC(OC1=C(C=CC=C1)N1N=C(C(C(=C1OC)OC)=O)C(=O)NC)F (1-[2-(Difluoromethoxy)phenyl]-dimethoxy-N-methyl-4-oxo-1,4-dihydropyridazine-3-carboxamide). The yield is 74.9%. As a reaction SMILES: Cl.CN[O:4][CH3:5].C[CH2:7][N:8](C(C)C)C(C)C.C[Al](C)C.[F:19][CH:20]([F:41])[O:21][C:22]1[CH:27]=[CH:26][CH:25]=[CH:24][C:23]=1[N:28]1[CH:33]=[C:32]([O:34][CH3:35])[C:31](=[O:36])[C:30]([C:37]([O:39]C)=O)=[N:29]1>C(Cl)Cl>[F:41][CH:20]([F:19])[O:21][C:22]1[CH:27]=[CH:26][CH:25]=[CH:24][C:23]=1[N:28]1[C:33]([O:4][CH3:5])=[C:32]([O:34][CH3:35])[C:31](=[O:36])[C:30]([C:37]([NH:8][CH3:7])=[O:39])=[N:29]1 |f:0.1|. Procedure: To a solution of N,O-dimethylhydroxylamine hydrochloride (5.27 g, 54.0 mmol) and iPr2NEt (9.40 mL, 54.0 mmol) in CH2Cl2 (60 mL) was added AlMe3 (1.8 M solution in toluene, 30.0 mL, 54.0 mmol) dropwise at 0° C. After stirring at 0° C. for 1 h, a solution of methyl 1-[2-(difluoromethoxy)phenyl]-5-methoxy-4-oxo-1,4-dihydropyridazine-3-carboxylate (5:87 g, 17.99 mmol) in CH2Cl2 (60 mL) was added dropwise, and the mixture was stirred at 0° C. for 1 h. The reaction mixture was poured into ice-water an... Reactants: CC(O)(C1CCN(Cc2ccccc2)CC1)C(F)(F)F, CO. Yields the product CC(O)(C1CCNCC1)C(F)(F)F. Reaction SMILES: [CH2:1]([c:2]1[cH:3][cH:4][cH:5][cH:6][cH:7]1)[N:8]1[CH2:9][CH2:10][CH:11]([C:14]([C:15]([F:16])([F:17])[F:18])([CH3:19])[OH:20])[CH2:12][CH2:13]1.[CH3:21][OH:22]>>[NH:8]1[CH2:9][CH2:10][CH:11]([C:14]([C:15]([F:16])([F:17])[F:18])([CH3:19])[OH:20])[CH2:12][CH2:13]1. Starting materials: [N+](=O)([O-])C=1C=NC=C(C1)C#C[Si](C)(C)C (3-nitro-5-((trimethylsilyl)ethynyl)pyridine), C(=O)([O-])[O-].[K+].[K+] (K2CO3). The solvent is C(C)(=O)OCC (ethyl acetate), CO (MeOH). Conditions: time 30 minute. Yields the product C(#C)C=1C=NC=C(C1)[N+](=O)[O-] (3-ethynyl-5-nitropyridine). Isolated yield 74.4%. RXN SMILES: [N+:1]([C:4]1[CH:5]=[N:6][CH:7]=[C:8]([C:10]#[C:11][Si](C)(C)C)[CH:9]=1)([O-:3])=[O:2].C([O-])([O-])=O.[K+].[K+]>CO.C(OCC)(=O)C>[C:10]([C:8]1[CH:7]=[N:6][CH:5]=[C:4]([N+:1]([O-:3])=[O:2])[CH:9]=1)#[CH:11] |f:1.2.3|. Reported procedure: To a solution of 3-nitro-5-((trimethylsilyl)ethynyl)pyridine (4.90 mmol) in MeOH (15 mL) was added K2CO3 (67 mg, 0.49 mmol). The mixture was stirred at rt for 30 min. The reaction mixture was diluted with ethyl acetate, washed with water and brine, dried over sodium sulfate, and chromatographed (hexane/ethyl acetate) to afford the desired product (540 mg, 74% over two steps) as a light brown solid: 1H NMR (300 MHz, CDCl3) δ 9.39-9.38 (m, 1H), 8.99-8.98 (m, 1H), 8.56-8.54 (m, 1H), 3.40 (s, 1H). The reactants are BrC1=CN=C2C(=N1)N(N=N2)CC=2C=C1C=CC=NC1=CC2F (6-(6-bromo-[1,2,3]triazolo[4,5-b]pyrazin-1-ylmethyl)-7-fluoro-quinoline), C(CCC)[Sn](C(=C)OCC)(CCCC)CCCC (tributyl(1-ethoxyvinyl)stannane). The reagents and catalysts are C=1C=CC(=CC1)[P](C=2C=CC=CC2)(C=3C=CC=CC3)[Pd]([P](C=4C=CC=CC4)(C=5C=CC=CC5)C=6C=CC=CC6)([P](C=7C=CC=CC7)(C=8C=CC=CC8)C=9C=CC=CC9)[P](C=1C=CC=CC1)(C=1C=CC=CC1)C=1C=CC=CC1 (Pd(Ph3P)4). Run in CN(C)C=O (DMF). Run at temperature 100 celsius, time 7 hour. Product: C(C)OC(=C)C1=CN=C2C(=N1)N(N=N2)CC=2C=C1C=CC=NC1=CC2F (6-[6-(1-Ethoxy-vinyl)-[1,2,3]triazolo[4,5-b]pyrazin-1-ylmethyl]-7-fluoro-quinoline). As a reaction SMILES: Br[C:2]1[N:7]=[C:6]2[N:8]([CH2:11][C:12]3[CH:13]=[C:14]4[C:19](=[CH:20][C:21]=3[F:22])[N:18]=[CH:17][CH:16]=[CH:15]4)[N:9]=[N:10][C:5]2=[N:4][CH:3]=1.C([Sn](CCCC)(CCCC)[C:28]([O:30][CH2:31][CH3:32])=[CH2:29])CCC>CN(C=O)C.C1C=CC([P]([Pd]([P](C2C=CC=CC=2)(C2C=CC=CC=2)C2C=CC=CC=2)([P](C2C=CC=CC=2)(C2C=CC=CC=2)C2C=CC=CC=2)[P](C2C=CC=CC=2)(C2C=CC=CC=2)C2C=CC=CC=2)(C2C=CC=CC=2)C2C=CC=CC=2)=CC=1>[CH2:31]([O:30][C:28]([C:2]1[N:7]=[C:6]2[N:8]([CH2:11][C:12]3[CH:13]=[C:14]4[C:19](=[CH:20][C:21]=3[F:22])[N:18]=[CH:17][CH:16]=[CH:15]4)[N:9]=[N:10][C:5]2=[N:4][CH:3]=1)=[CH2:29])[CH3:32] |^1:49,51,70,89|. Procedure details: A mixture of 6-(6-bromo-[1,2,3]triazolo[4,5-b]pyrazin-1-ylmethyl)-7-fluoro-quinoline (2.0 g, 5.57 mmol), Pd(Ph3P)4(0.64 g, 0.56 mmol) and tributyl(1-ethoxyvinyl)stannane (4.02 g, 11.14 mmol) in DMF (50 mL) was flushed with nitrogen and then heated at 100° C., stirred for 7 hours. Removal of the solvent under reduced pressure, the residue was diluted with DCM, washed sequentially with KF (aq.) and water, dried over Na2SO4 and concentrated in vacuo. The crude product was purified by silica gel col... The reactants are C(C)N1C(=CC(C2=CC=CC=C12)=O)C (1-ethyl-2-methyl-4-quinolone), C1(=CC=C(C=C1)S(=O)(=O)Cl)C (toluene-p-sulphonyl chloride). Reported procedure: The starting material was prepared by reaction of 1-ethyl-2-methyl-4-quinolone with toluene-p-sulphonyl chloride to give 4-chloro-1-ethyl-2-methylquinolinium toluene-p-sulphonate. The product is C1(=CC=C(C=C1)S(=O)(=O)[O-])C.ClC1=CC(=[N+](C2=CC=CC=C12)CC)C (4-chloro-1-ethyl-2-methylquinolinium toluene-p-sulphonate). RXN SMILES: [CH2:1]([N:3]1[C:12]2[C:7](=[CH:8][CH:9]=[CH:10][CH:11]=2)[C:6](=[O:13])[CH:5]=[C:4]1[CH3:14])[CH3:2].[C:15]1([CH3:25])[CH:20]=[CH:19][C:18]([S:21]([Cl:24])(=[O:23])=[O:22])=[CH:17][CH:16]=1>>[C:15]1([CH3:25])[CH:20]=[CH:19][C:18]([S:21]([O-:13])(=[O:23])=[O:22])=[CH:17][CH:16]=1.[Cl:24][C:6]1[C:7]2[C:12](=[CH:11][CH:10]=[CH:9][CH:8]=2)[N+:3]([CH2:1][CH3:2])=[C:4]([CH3:14])[CH:5]=1 |f:2.3|.